Dataset: the Open Reaction Database (ORD), a public repository of structured organic reaction records. Task: describe an organic reaction: reactants, conditions, products, and yield Reactants: IC=1C=C2CC(NC2=CC1)=O (5-iodoindolin-2-one), TEA, [Si](C)(C)(C)C#C (TMS-acetylene). The reagents and catalysts are [Cu]I (CuI), Cl[Pd]([P](C1=CC=CC=C1)(C2=CC=CC=C2)C3=CC=CC=C3)([P](C4=CC=CC=C4)(C5=CC=CC=C5)C6=CC=CC=C6)Cl (PdCl2(PPh3)2). Run in CN(C)C=O (DMF). Conditions: temperature 0 celsius, time 8 hour. The product is C[Si](C)(C)C#CC=1C=C2CC(NC2=CC1)=O (5-((trimethylsilyl)ethynyl)indolin-2-one). As a reaction SMILES: I[C:2]1[CH:3]=[C:4]2[C:8](=[CH:9][CH:10]=1)[NH:7][C:6](=[O:11])[CH2:5]2.[Si:12]([C:16]#[CH:17])([CH3:15])([CH3:14])[CH3:13]>CN(C=O)C.[Cu]I.Cl[Pd](Cl)([P](C1C=CC=CC=1)(C1C=CC=CC=1)C1C=CC=CC=1)[P](C1C=CC=CC=1)(C1C=CC=CC=1)C1C=CC=CC=1>[CH3:13][Si:12]([C:16]#[C:17][C:2]1[CH:3]=[C:4]2[C:8](=[CH:9][CH:10]=1)[NH:7][C:6](=[O:11])[CH2:5]2)([CH3:15])[CH3:14] |^1:27,46|. Reported procedure: To a solution of 5-iodoindolin-2-one (518 mg, 2 mmol), TEA (3 ml) and CuI (38 mg) in DMF (3 ml) was added to PdCl2(PPh3)2 (70 mg). The mixture was cooled to 0° C. and a solution of TMS-acetylene (1 ml). The mixture was maintained same temperature for 3 h, then warmed to rt. After stirring for overnight, the reaction mixture was concentrated in vacuo. The residue was purified by silica gel column chromatography to give 5-((trimethylsilyl)ethynyl)indolin-2-one (451 mg). Starting materials: C12(CC3CC(CC(C1)C3)C2)C2=CC=C(C=C2)NC(OCC)=O (ethyl 4-adamantan-1-yl-phenylcarbamate), N1=CC=CC=C1 (pyridine), COCC1OC(OC1)=O ((RS)-4-methoxymethyl-1,3-dioxolan-2-one). Reaction conditions: time 20 hour. Product: COCC1CNC(O1)=O (5-methoxymethyl-oxazolidin-2-one). As a reaction SMILES: C12(C3C=C[C:14]([NH:17][C:18](=[O:22])[O:19][CH2:20][CH3:21])=CC=3)CC3CC(CC(C3)C1)C2.N1C=CC=CC=1.[CH3:29][O:30]CC1COC(=O)O1>>[CH3:29][O:30][CH2:21][CH:20]1[O:19][C:18](=[O:22])[NH:17][CH2:14]1. Reported procedure: 5.42 g (18.1 mmol) of ethyl 4-adamantan-1-yl-phenylcarbamate were treated with 1.43 g (18.1 mmol) of pyridine and 18.0 g (0.136 mol) of (RS)-4-methoxymethyl-1,3-dioxolan-2-one and stirred at 160° bath temperature for 20 hours. After cooling the reaction mixture was chromatographed on 500 g of silica gel 60 with ether. 1.4 g of (RS)-3-(4-adamantan-1-yl)phenyl]-5-methoxymethyl-oxazolidin-2-one were obtained as a white crystallizate after recrystallization from methylene chloride/ether. M.p.: 145°-... Starting materials: stannic chloride, Cl (hydrochloric acid), solution, N1C(=CC=C1)C(=O)OC (methyl pyrrole -2-carboxylate), C(CCCCCCCCCCCCC)(=O)Cl (tetradecanoyl chloride). Solvent: C1=CC=CC=C1 (benzene). Run at time 2 hour. The product is COC(=O)C=1NC=C(C1)C(CCCCCCCCCCCCC)=O (methyl-4-tetradecanoylpyrrole-2-carboxylate). The yield is 53.7%. Reaction SMILES: [NH:1]1[CH:5]=[CH:4][CH:3]=[C:2]1[C:6]([O:8][CH3:9])=[O:7].[C:10](Cl)(=[O:24])[CH2:11][CH2:12][CH2:13][CH2:14][CH2:15][CH2:16][CH2:17][CH2:18][CH2:19][CH2:20][CH2:21][CH2:22][CH3:23].Cl>C1C=CC=CC=1>[CH3:9][O:8][C:6]([C:2]1[NH:1][CH:5]=[C:4]([C:10](=[O:24])[CH2:11][CH2:12][CH2:13][CH2:14][CH2:15][CH2:16][CH2:17][CH2:18][CH2:19][CH2:20][CH2:21][CH2:22][CH3:23])[CH:3]=1)=[O:7]. Procedure: To a solution (5 ml) of 1.25 g (10 mmol) of methyl pyrrole -2-carboxylate in benzene was added 2.71 g (11 mmol) of tetradecanoyl chloride under ice-cooling, followed by adding 1.73 ml) (15 mmol) of stannic chloride dropwise thereto. The mixture was stirred for 2 hours at room temperature, treated with diluted hydrochloric acid and extracted with ethyl acetate. The extract was washed with water and dried over anhydrous magnesium sulfate. After removing the solvent under reduced pressure, the prod...